From a dataset of the Open Reaction Database (ORD), a public repository of structured organic reaction records. describe an organic reaction: reactants, conditions, products, and yield Reactants: COCC(C)Nc1cc([Sn](C)(C)C)ncn1, CN1CCCC1=O, Clc1ccnc(Cl)n1, I[Cu]I, O, Cl[Pd]Cl, c1ccc(P(c2ccccc2)c2ccccc2)cc1, c1ccc(P(c2ccccc2)c2ccccc2)cc1. Product: COCC(C)Nc1cc(-c2ccnc(Cl)n2)ncn1. Reaction SMILES: [CH3:1][O:2][CH2:3][CH:4]([CH3:5])[NH:6][c:7]1[n:8][cH:9][n:10][c:11]([Sn:13]([CH3:14])([CH3:15])[CH3:16])[cH:12]1.[CH3:25][N:26]1[CH2:27][CH2:28][CH2:29][C:30]1=[O:31].[Cl:17][c:18]1[n:19][cH:20][cH:21][c:22]([Cl:24])[n:23]1.[Cu:33]([I:34])[I:35].[OH2:32].[Pd:36]([Cl:37])[Cl:38].[c:39]1([P:40]([c:41]2[cH:42][cH:43][cH:44][cH:45][cH:46]2)[c:47]2[cH:48][cH:49][cH:50][cH:51][cH:52]2)[cH:53][cH:54][cH:55][cH:56][cH:57]1.[c:58]1([P:59]([c:60]2[cH:61][cH:62][cH:63][cH:64][cH:65]2)[c:66]2[cH:67][cH:68][cH:69][cH:70][cH:71]2)[cH:72][cH:73][cH:74][cH:75][cH:76]1>>[CH3:1][O:2][CH2:3][CH:4]([CH3:5])[NH:6][c:7]1[n:8][cH:9][n:10][c:11](-[c:22]2[cH:21][cH:20][n:19][c:18]([Cl:17])[n:23]2)[cH:12]1. Starting materials: C(C)(C)(C)OC(=O)N[C@H](C(=O)O)CCCN(C)C ((S)-2-(tert-butoxycarbonylamino)-5-(dimethylamino)pentanoic acid), [Si](C)(C)(C)C=[N+]=[N-] (TMSCHN2). Run in CO (MeOH). Reaction conditions: time 16 hour. The product is C(C)(C)(C)OC(=O)N[C@H](C(=O)OC)CCCN(C)C ((S)-methyl 2-(tert-butoxycarbonylamino)-5-(dimethylamino)pentanoate). The yield is 47.5%. Reaction SMILES: [C:1]([O:5][C:6]([NH:8][C@@H:9]([CH2:13][CH2:14][CH2:15][N:16]([CH3:18])[CH3:17])[C:10]([OH:12])=[O:11])=[O:7])([CH3:4])([CH3:3])[CH3:2].[Si](C=[N+]=[N-])(C)(C)[CH3:20]>CO>[C:1]([O:5][C:6]([NH:8][C@@H:9]([CH2:13][CH2:14][CH2:15][N:16]([CH3:18])[CH3:17])[C:10]([O:12][CH3:20])=[O:11])=[O:7])([CH3:4])([CH3:3])[CH3:2]. Procedure details: To (S)-2-(tert-butoxycarbonylamino)-5-(dimethylamino)pentanoic acid (129 mmol, 1.0 eq) in MeOH (130 mL) under N2 (g) at 0° C. was added TMSCHN2 (84 mL, 168 mmol, 1.3 eq, 2.0 M in diethyl ether) slowly via addition funnel over 40 minutes. The ice-water bath was removed and the reaction mixture was warmed to room temperature and stirred 16 h. The volatiles were removed in vacuo and the residue was partitioned between EtOAc (250 mL) and satd NaHCO3 (200 mL). Additional H2O was added to form a clear...